From a dataset of the Open Reaction Database (ORD), a public repository of structured organic reaction records. describe an organic reaction: reactants, conditions, products, and yield The reactants are [OH-].[Na+] (NaOH), ClC=1C=C(CNC(C(OCC)OCC)=N)C=CC1 (N-(3-chlorobenzyl)-2,2-diethoxyacetimidamide), S(O)(O)(=O)=O (sulfuric acid). Solvent: ClCCl (dichloromethane). Run at time 24 hour. Product: ClC1=CC=C2C=C(N=CC2=C1)N (7-chloroisoquinolin-3-amine), ClC1=C2C=C(N=CC2=CC=C1)N (5-chloroisoquinolin-3-amine). As a reaction SMILES: [Cl:1][C:2]1[CH:3]=[C:4]([CH:16]=[CH:17][CH:18]=1)[CH2:5][NH:6][C:7](=[NH:15])[CH:8](OCC)OCC.S(=O)(=O)(O)O.[OH-].[Na+]>ClCCl>[Cl:1][C:2]1[CH:3]=[C:4]2[C:16]([CH:8]=[C:7]([NH2:15])[N:6]=[CH:5]2)=[CH:17][CH:18]=1.[Cl:1][C:2]1[CH:18]=[CH:17][CH:16]=[C:4]2[C:3]=1[CH:8]=[C:7]([NH2:15])[N:6]=[CH:5]2 |f:2.3|. Procedure details: In a flask was placed N-(3-chlorobenzyl)-2,2-diethoxyacetimidamide (1.9 g, 7.02 mmol) and sulfuric acid (14 mL, 263 mmol). This was stirred at room temperature for 24 hours. The reaction was then neutralized to pH 9 using 10 N NaOH. The resulting precipitate was dissolved in dichloromethane and the water layer was washed with dichloromethane. The organic layers were combined and concentrated to give the above regioisomers (1.1 grams, 6.1 mmol, 88%) in a 2:1 ratio of 7-chloroisoquinolin-3-amine t...